From a dataset of the Open Reaction Database (ORD), a public repository of structured organic reaction records. describe an organic reaction: reactants, conditions, products, and yield The reactants are NCCC1CCCCC1, CCOC(=O)C1CCN(c2ccc3c(C(=O)O)c(Cl)ccc3n2)CC1. The product is CCOC(=O)C1CCN(c2ccc3c(C(=O)NCCC4CCCCC4)c(Cl)ccc3n2)CC1. Reaction SMILES: [CH:26]1([CH2:32][CH2:33][NH2:34])[CH2:27][CH2:28][CH2:29][CH2:30][CH2:31]1.[Cl:1][c:2]1[c:3]([C:23](=[O:24])[OH:25])[c:4]2[cH:5][cH:6][c:7]([N:12]3[CH2:13][CH2:14][CH:15]([C:18](=[O:19])[O:20][CH2:21][CH3:22])[CH2:16][CH2:17]3)[n:8][c:9]2[cH:10][cH:11]1>>[Cl:1][c:2]1[c:3]([C:23](=[O:24])[NH:34][CH2:33][CH2:32][CH:26]2[CH2:27][CH2:28][CH2:29][CH2:30][CH2:31]2)[c:4]2[cH:5][cH:6][c:7]([N:12]3[CH2:13][CH2:14][CH:15]([C:18](=[O:19])[O:20][CH2:21][CH3:22])[CH2:16][CH2:17]3)[n:8][c:9]2[cH:10][cH:11]1. RXN SMILES: FC(F)(F)[C:3](O)=[O:4].O[C:9]1([CH:18]=[CH:17][CH:16]=[CH:15][CH2:14]1)[C:10]([O:12][CH3:13])=[O:11].C1N2CN3CN(C2)CN1C3.[OH2:29]>>[CH:3]([C:15]1[CH:14]=[C:9]([CH:18]=[CH:17][C:16]=1[OH:29])[C:10]([O:12][CH3:13])=[O:11])=[O:4]. Reaction conditions: time 2 hour. The reactants are FC(C(=O)O)(F)F (trifluoroacetic acid), OC1(C(=O)OC)CC=CC=C1 (methyl 1-hydroxybenzoate), C1N2CN3CN1CN(C2)C3 (hexamethylenetetramine), O (water). Reported procedure: 24 ml of trifluoroacetic acid are added at 0° C. to a mixture of 4.56 g (30 mmol) of methyl 1-hydroxybenzoate and 8.64 g (60 mmol) of hexamethylenetetramine. The solution is brought to reflux and is stirred for 2 hours. After cooling, the solution is diluted with water to 50 ml. The solution is stirred overnight at ambient temperature and is then extracted with ether. The combined organic phases are then washed with water and then with brine. After drying over sodium sulfate and concentrating un... Yield: 37.0%. The product is C(=O)C=1C=C(C(=O)OC)C=CC1O (methyl 3-formyl-4-hydroxybenzoate). The reactants are ice water, ClC=1C(=CC=2CCC3(CCC(C=C3C2C1Cl)=O)CCC)O (3,4-dichloro-6,7,8,8a,9,10-hexahydro-2-hydroxy-6-oxo-8a-propylphenanthrene), C([O-])([O-])=O.[K+].[K+] (potassium carbonate), ClCC#N (chloroacetonitrile). The solvent is CN(C=O)C (dimethylformamide). Run at temperature 65 celsius. Yields the product ClC=1C(=CC=2CCC3(CCC(C=C3C2C1Cl)=O)CCC)OCC#N (2-[(3,4-dichloro-6,7,8,8a,9,10-hexahydro-6-oxo-8a-propyl-2-phenanthrenyl)oxy]acetonitrile). As a reaction SMILES: [Cl:1][C:2]1[C:3]([OH:21])=[CH:4][C:5]2[CH2:6][CH2:7][C:8]3([CH2:18][CH2:19][CH3:20])[C:13]([C:14]=2[C:15]=1[Cl:16])=[CH:12][C:11](=[O:17])[CH2:10][CH2:9]3.C(=O)([O-])[O-].[K+].[K+].Cl[CH2:29][C:30]#[N:31]>CN(C)C=O>[Cl:1][C:2]1[C:3]([O:21][CH2:29][C:30]#[N:31])=[CH:4][C:5]2[CH2:6][CH2:7][C:8]3([CH2:18][CH2:19][CH3:20])[C:13]([C:14]=2[C:15]=1[Cl:16])=[CH:12][C:11](=[O:17])[CH2:10][CH2:9]3 |f:1.2.3|. Reported procedure: A stirred mixture of 3,4-dichloro-6,7,8,8a,9,10-hexahydro-2-hydroxy-6-oxo-8a-propylphenanthrene (0.4 g, 1.22 mmole), potassium carbonate (0.2 g, 1.45 mmole) and chloroacetonitrile (160 μl, 1.78 mmole) in dimethylformamide (7 ml) is heated at 65° C. for 2 hours, poured into ice water, extracted with ether, washed with water, brine, dried over MgSO4 and evaporated in vacuo. Trituration of the residual oil with butyl chloride give 2-[(3,4-dichloro-6,7,8,8a,9,10-hexahydro-6-oxo-8a-propyl-2-phenanthr... The reactants are O (water), Cl (HCl), CNC1=CC=C(C(=O)OC)C=C1 (methyl 4-methylaminobenzoate), C(CCC1=CC=CC=C1)(=O)Cl (hydrocinnamoyl chloride), O (water). Run in N1=CC=CC=C1 (pyridine). Reaction conditions: time 1 hour. Product: CN(C1=CC=C(C(=O)OC)C=C1)C(CCC1=CC=CC=C1)=O (methyl 4-[methyl(3-phenylpropanoyl)amino]benzoate). As a reaction SMILES: [CH3:1][NH:2][C:3]1[CH:12]=[CH:11][C:6]([C:7]([O:9][CH3:10])=[O:8])=[CH:5][CH:4]=1.[C:13](Cl)(=[O:22])[CH2:14][CH2:15][C:16]1[CH:21]=[CH:20][CH:19]=[CH:18][CH:17]=1.O.Cl>N1C=CC=CC=1>[CH3:1][N:2]([C:13](=[O:22])[CH2:14][CH2:15][C:16]1[CH:21]=[CH:20][CH:19]=[CH:18][CH:17]=1)[C:3]1[CH:12]=[CH:11][C:6]([C:7]([O:9][CH3:10])=[O:8])=[CH:5][CH:4]=1. Reported procedure: To a solution of methyl 4-methylaminobenzoate (1.0 g, 6.05 mmol) in anhydrous pyridine (20 mL) was added dropwise hydrocinnamoyl chloride (1080 μL) at rt. After 16 hrs water (5 mL) was added and the resulting mixture was stirred for 1 hr at rt. The resulting mixture was poured into water (300 mL) and HCl (5 N, 50 mL) was added. The compound was extracted with AcOEt (2×300 mL) and washed with a saturated aqueous solution of NaHCO3 (150 mL). The combined organic layers were dried over MgSO4 and ev... Starting materials: BrC=1C=C(C(=NC1)CCCCN)C (4-(5-bromo-3-methyl-2-pyridinyl)butylamine), ClC1=NS(C2=C1C=CC(=C2)[N+](=O)[O-])(=O)=O (3-chloro-6-nitrobenzisothiazole 1,1-dioxide). Solvent: C(C)#N (acetonitrile). Product: BrC=1C=C(C(=NC1)CCCCNC1=NS(C2=C1C=CC(=C2)[N+](=O)[O-])(=O)=O)C (N-[4-(5-bromo-3-methyl-2-pyridinyl)butyl]-6-nitro-1,2-benzisothiazol-3-amine 1,1-dioxide). Yield: 39.0%. RXN SMILES: [Br:1][C:2]1[CH:3]=[C:4]([CH3:13])[C:5]([CH2:8][CH2:9][CH2:10][CH2:11][NH2:12])=[N:6][CH:7]=1.Cl[C:15]1[C:19]2[CH:20]=[CH:21][C:22]([N+:24]([O-:26])=[O:25])=[CH:23][C:18]=2[S:17](=[O:28])(=[O:27])[N:16]=1>C(#N)C>[Br:1][C:2]1[CH:3]=[C:4]([CH3:13])[C:5]([CH2:8][CH2:9][CH2:10][CH2:11][NH:12][C:15]2[C:19]3[CH:20]=[CH:21][C:22]([N+:24]([O-:26])=[O:25])=[CH:23][C:18]=3[S:17](=[O:27])(=[O:28])[N:16]=2)=[N:6][CH:7]=1. Reported procedure: A mixture of 4-(5-bromo-3-methyl-2-pyridinyl)butylamine (318 mg, 1.31 mmol) and 3-chloro-6-nitrobenzisothiazole 1,1-dioxide (U.S. Pat. No. 4,490,527) (357 mg, 1.45 mmol) in 15 ml acetonitrile was stirred under dry nitrogen at room temperature then heated to reflux for several minutes until the material dissolved. The solvent was removed under reduced pressure and the residue recrystallized from ethanol and triturated with hot ethanol, yielding 250 mg (39%) of the title compound as the hydrochlor... Starting materials: FC1=C(C=C(C=C1)C1=C(C(=CC(=C1)C)C)/C=C/[C@H]1C[C@@H](CC(O1)=O)O)CO[Si](C)(C)C(C)(C)C (trans-(E)-6-[2-[4'-Fluoro-3,5-dimethyl-3'-[[(1,1-dimethylethyl)dimethylsilyl]oxymethyl][1,1'-biphenyl]-2-yl]ethenyl]-3,4,5,6-tetra-hydro-4-hydroxy-2H-pyran-2-one), [F-].C(CCC)[N+](CCCC)(CCCC)CCCC (tetrabutylammonium fluoride), Cl (HCl). Run in C1CCOC1 (THF). Run at temperature 20 celsius, time 5 minute. Product: FC1=C(C=C(C=C1)C1=C(C(=CC(=C1)C)C)/C=C/[C@H]1C[C@@H](CC(O1)=O)O)CO (trans(E)-6-[2-[4'-Fluoro-3'-(hydroxymethyl)-3,5-dimethyl[1,1'-biphenyl]-2-yl]ethenyl]-3,4,5,6-tetrahydro-4-hydroxy-2H-pyran-2-one). RXN SMILES: [F:1][C:2]1[CH:7]=[CH:6][C:5]([C:8]2[CH:13]=[C:12]([CH3:14])[CH:11]=[C:10]([CH3:15])[C:9]=2/[CH:16]=[CH:17]/[C@@H:18]2[O:23][C:22](=[O:24])[CH2:21][C@@H:20]([OH:25])[CH2:19]2)=[CH:4][C:3]=1[CH2:26][O:27][Si](C(C)(C)C)(C)C.[F-].C([N+](CCCC)(CCCC)CCCC)CCC.Cl>C1COCC1>[F:1][C:2]1[CH:7]=[CH:6][C:5]([C:8]2[CH:13]=[C:12]([CH3:14])[CH:11]=[C:10]([CH3:15])[C:9]=2/[CH:16]=[CH:17]/[C@@H:18]2[O:23][C:22](=[O:24])[CH2:21][C@@H:20]([OH:25])[CH2:19]2)=[CH:4][C:3]=1[CH2:26][OH:27] |f:1.2|. Procedure details: A solution of the compound (1i) (420 mg, 0.087 mmol) in THF (5 mL) was treated with tetrabutylammonium fluoride (1 M in THF, 2.5 mL, 2.5 mmol). After stirring at 20° C. for 5 minutes, 1 N HCl (100 mL) was added and the product was extracted into Et2O (125 mL). The organic layer was washed with H2O (2×100 mL), dried, filtered and evaporated to provide the desired compound as a faint yellow gum; homogeneous on TLC [Rf 0.20 vs 0.42 for the silyl ether (silica, CHCl3 -MeOH (19:1))] and HPLC [time of... Reactants: O=C([O-])O, Cc1ccccc1, O=Cc1cc(Cl)cc(Cl)c1, [Na+], OCCO, Cc1ccc(S(=O)(=O)O)cc1. Product: Clc1cc(Cl)cc(C2OCCO2)c1. RXN SMILES: [C:26](=[O:27])([OH:28])[O-:29].[CH3:31][c:32]1[cH:33][cH:34][cH:35][cH:36][cH:37]1.[Cl:1][c:2]1[cH:3][c:4]([CH:5]=[O:6])[cH:7][c:8]([Cl:10])[cH:9]1.[Na+:30].[OH:22][CH2:23][CH2:24][OH:25].[c:11]1([CH3:12])[cH:13][cH:14][c:15]([S:16]([OH:17])(=[O:18])=[O:19])[cH:20][cH:21]1>>[Cl:1][c:2]1[cH:3][c:4]([CH:5]2[O:6][CH2:24][CH2:23][O:22]2)[cH:7][c:8]([Cl:10])[cH:9]1. The reactants are C(CCC)[Li] (butyllithium), O (water), CSC[C@]12CCC(C=C1CC[C@H]1[C@@H]3CCC([C@@]3(C)CC[C@H]21)=O)=O (19-methylthio-4-androstene-3,17-dione), [Cl-].ClC[P+](C1=CC=CC=C1)(C1=CC=CC=C1)C1=CC=CC=C1 (chloromethyl triphenylphosphonium chloride). Run in CCOCC (ether), O1CCCC1 (tetrahydrofuran). Conditions: temperature 0 celsius, time 30 minute. Yields the product ClC=C1C=C2CC[C@H]3[C@@H]4CCC([C@@]4(C)CC[C@@H]3[C@]2(CC1)CSC)=O (3-chloromethylene-19-methylthio-4-androsten-17-one). Isolated yield 49.7%. RXN SMILES: [CH3:1][S:2][CH2:3][C@@:4]12[C@@H:21]3[C@H:12]([C@H:13]4[C@@:17]([CH2:19][CH2:20]3)([CH3:18])[C:16](=[O:22])[CH2:15][CH2:14]4)[CH2:11][CH2:10][C:9]1=[CH:8][C:7](=O)[CH2:6][CH2:5]2.[Cl-].[Cl:25][CH2:26][P+](C1C=CC=CC=1)(C1C=CC=CC=1)C1C=CC=CC=1.C([Li])CCC.O>O1CCCC1.CCOCC>[Cl:25][CH:26]=[C:7]1[CH2:6][CH2:5][C@@:4]2([CH2:3][S:2][CH3:1])[C:9]([CH2:10][CH2:11][C@@H:12]3[C@@H:21]2[CH2:20][CH2:19][C@@:17]2([CH3:18])[C@H:13]3[CH2:14][CH2:15][C:16]2=[O:22])=[CH:8]1 |f:1.2|. Procedure details: 500 mg of 19-methylthio-4-androstene-3,17-dione (European patent 100,566) is added to a suspension of 5.21 g of chloromethyl triphenylphosphonium chloride in 50 ml of tetrahydrofuran, which was stirred with 9.5 ml of (1.6 m of butyllithium in ether) 0.5 hours at 20° C., and stirred for 30 minutes at 0° C. Then it is mixed with water, extracted three times with ethyl acetate, washed neutral, dried on sodium sulfate and concentrated to dryness. 995 mg of raw product is obtained, which after chroma...